From a dataset of the Open Reaction Database (ORD), a public repository of structured organic reaction records. describe an organic reaction: reactants, conditions, products, and yield Starting materials: C(C)(C)(C)C=1C=C2C=NN(C(C2=C(C1)F)=O)C1=C(C(=CC=C1)C1=NN(C(C(=C1)NC1=NC=C(C=C1)C(=O)N1CC(CC1)O)=O)C)CO (6-tert-butyl-8-fluoro-2-(2-(hydroxymethyl)-3-(5-(5-(3-hydroxypyrrolidine-1-carbonyl)pyridin-2-ylamino)-1-methyl-6-oxo-1,6-dihydropyridazin-3-yl)phenyl)phthalazin-1(2H)-one), BrC=1C(N(N=C(C1)Cl)C)=O (4-bromo-6-chloro-2-methylpyridazin-3(2H)-one), C([O-])([O-])=O.[Cs+].[Cs+] (cesium carbonate), C1(=CC=CC=C1)P(C1=CC=CC=2C(C3=CC=CC(=C3OC12)P(C1=CC=CC=C1)C1=CC=CC=C1)(C)C)C1=CC=CC=C1 (4,5-bis(diphenylphosphino)-9,9-dimethylxanthene), O1CCOCC1 (dioxane). Reagents/catalysts: C=1C=CC(=CC1)/C=C/C(=O)/C=C/C2=CC=CC=C2.C=1C=CC(=CC1)/C=C/C(=O)/C=C/C2=CC=CC=C2.C=1C=CC(=CC1)/C=C/C(=O)/C=C/C2=CC=CC=C2.[Pd].[Pd] (tris(dibenzylideneacetone)dipalladium(0)). Solvent: ClCCl (dichloromethane), O (water). Reaction conditions: temperature 90 celsius. Product: ClC=1C=C(C(N(N1)C)=O)NC1=NC=C(N=C1)[C@@H]1OC(OC1)(C)C (6-chloro-4-[5-((S)-2,2-dimethyl-[1,3]dioxolan-4-yl)-pyrazin-2-ylamino]-2-methyl-2H-pyridazin-3-one). Isolated yield 50.0%. As a reaction SMILES: C(C1C=C2C(=C(F)C=1)C(=O)N(C1C=CC=C(C3C=[C:27]([NH:29][C:30]4C=CC(C(N5CCC(O)C5)=O)=C[N:31]=4)[C:26](=O)[N:25]([CH3:45])N=3)C=1CO)N=C2)(C)(C)C.Br[C:49]1[C:50](=[O:57])[N:51]([CH3:56])[N:52]=[C:53]([Cl:55])[CH:54]=1.[C:58](=O)([O-])[O-].[Cs+].[Cs+].C1(P(C2C=CC=CC=2)C2C3OC4C(=CC=CC=4P(C4C=CC=CC=4)C4C=CC=CC=4)C(C)(C)C=3C=CC=2)C=CC=CC=1.[O:106]1[CH2:111][CH2:110][O:109][CH2:108][CH2:107]1>ClCCl.O.C1C=CC(/C=C/C(/C=C/C2C=CC=CC=2)=O)=CC=1.C1C=CC(/C=C/C(/C=C/C2C=CC=CC=2)=O)=CC=1.C1C=CC(/C=C/C(/C=C/C2C=CC=CC=2)=O)=CC=1.[Pd].[Pd]>[Cl:55][C:53]1[CH:54]=[C:49]([NH:31][C:30]2[CH:45]=[N:25][C:26]([C@H:111]3[CH2:110][O:109][C:108]([CH3:107])([CH3:58])[O:106]3)=[CH:27][N:29]=2)[C:50](=[O:57])[N:51]([CH3:56])[N:52]=1 |f:2.3.4,9.10.11.12.13|. Reported procedure: A solution of (S)-5-(2,2-dimethyl-1,3-dioxolan-4-yl)pyrazin-2-amine (prepared as in WO2004052869, Example 54, 175 mg, 0.90 mmol), 4-bromo-6-chloro-2-methylpyridazin-3(2H)-one (200 mg, 0.90 mmol), cesium carbonate (1.02 g, 3.13 mmol) and 4,5-bis(diphenylphosphino)-9,9-dimethylxanthene (77.7 mg, 0.13 mmol) in dioxane (10 ml) was flushed with argon before tris(dibenzylideneacetone)dipalladium(0) (61.5 mg, 0.07 mmol) was added and the resulting solution was heated at 90° C. for 18 h. The mixture was... Reactants: COc2ccc1ccccc1c2 (substrate), CC2(c1ccc([Zn](C)(C)(C)([Li])[Li])cc1)OCCO2 (effective_coupling_partner). The reagents and catalysts are PCy3. Reaction conditions: temperature 25 celsius, time 9 hour. The product is CC4(c3ccc(c2ccc1ccccc1c2)cc3)OCCO4. The reactants are S1N=NC2=C1C(=CC=C2)C(=O)O (benzo-1,2,3-thiadiazole-7-carboxylic acid), C1(=CC=CC=C1)C (toluene), S(=O)(Cl)Cl (thionyl chloride). Run in CN(C=O)C (dimethylformamide). Run at temperature 85 celsius. Product: S1N=NC2=C1C(=CC=C2)C(=O)Cl (Benzo-1,2,3-thiadiazole-7-carbonyl chloride). RXN SMILES: [S:1]1[C:5]2[C:6]([C:10]([OH:12])=O)=[CH:7][CH:8]=[CH:9][C:4]=2[N:3]=[N:2]1.C1(C)C=CC=CC=1.S(Cl)([Cl:22])=O>CN(C)C=O>[S:1]1[C:5]2[C:6]([C:10]([Cl:22])=[O:12])=[CH:7][CH:8]=[CH:9][C:4]=2[N:3]=[N:2]1. Procedure: 290 g of benzo-1,2,3-thiadiazole-7-carboxylic acid are suspended in 1.6 I of toluene, 3.5 ml of dimethylformamide and 129 ml of thionyl chloride are added and the mixture is stirred at 80-90° C., the suspension turning into a solution as the release of gas progresses. When the reaction has ended, the solution is cooled and filtered over a little Hyflo, the residue is rinsed with toluene and the filtrate is evaporated. 297 g (93%) of crude acid chloride, which can be further reacted directly, res... Reactants: CCO, Cc1ccn2cc(-c3ccc(C#CCCO)cc3)nc2c1, [Pd]. The product is Cc1ccn2cc(-c3ccc(CCCCO)cc3)nc2c1. RXN SMILES: [CH3:22][CH2:23][OH:24].[OH:1][CH2:2][CH2:3][C:4]#[C:5][c:6]1[cH:7][cH:8][c:9](-[c:12]2[n:13][c:14]3[n:15]([cH:16][cH:17][c:18]([CH3:20])[cH:19]3)[cH:21]2)[cH:10][cH:11]1.[Pd:25]>>[OH:1][CH2:2][CH2:3][CH2:4][CH2:5][c:6]1[cH:7][cH:8][c:9](-[c:12]2[n:13][c:14]3[n:15]([cH:16][cH:17][c:18]([CH3:20])[cH:19]3)[cH:21]2)[cH:10][cH:11]1. The reactants are O=C([O-])[O-], CC1(C)c2cccc(P(c3ccccc3)c3ccccc3)c2Oc2c(P(c3ccccc3)c3ccccc3)cccc21, Cc1ccccc1, Clc1cc2ccccc2cn1, [Cs+], [Cs+], CCOC(=O)COc1nc(N)cnc1C#N, O=C(C=Cc1ccccc1)C=Cc1ccccc1, O=C(C=Cc1ccccc1)C=Cc1ccccc1, CN(C)C=O, O=C(C=Cc1ccccc1)C=Cc1ccccc1, [Pd], [Pd]. Yields the product CCOC(=O)COc1nc(Nc2cc3ccccc3cn2)cnc1C#N. RXN SMILES: [C:54](=[O:55])([O-:56])[O-:57].[CH3:1][C:2]1([CH3:3])[c:4]2[cH:5][cH:6][cH:7][c:8]([P:9]([c:10]3[cH:11][cH:12][cH:13][cH:14][cH:15]3)[c:16]3[cH:17][cH:18][cH:19][cH:20][cH:21]3)[c:22]2[O:23][c:24]2[c:25]1[cH:26][cH:27][cH:28][c:29]2[P:30]([c:31]1[cH:32][cH:33][cH:34][cH:35][cH:36]1)[c:37]1[cH:38][cH:39][cH:40][cH:41][cH:42]1.[CH3:76][c:77]1[cH:78][cH:79][cH:80][cH:81][cH:82]1.[Cl:43][c:44]1[n:45][cH:46][c:47]2[cH:48][cH:49][cH:50][cH:51][c:52]2[cH:53]1.[Cs+:58].[Cs+:59].[NH2:60][c:61]1[cH:62][n:63][c:64]([C:74]#[N:75])[c:65]([O:67][CH2:68][C:69](=[O:70])[O:71][CH2:72][CH3:73])[n:66]1.[O:108]=[C:109]([CH:110]=[CH:111][c:112]1[cH:113][cH:114][cH:115][cH:116][cH:117]1)[CH:118]=[CH:119][c:120]1[cH:121][cH:122][cH:123][cH:124][cH:125]1.[O:126]=[C:127]([CH:128]=[CH:129][c:130]1[cH:131][cH:132][cH:133][cH:134][cH:135]1)[CH:136]=[CH:137][c:138]1[cH:139][cH:140][cH:141][cH:142][cH:143]1.[O:83]=[CH:84][N:85]([CH3:86])[CH3:87].[O:90]=[C:91]([CH:92]=[CH:93][c:94]1[cH:95][cH:96][cH:97][cH:98][cH:99]1)[CH:100]=[CH:101][c:102]1[cH:103][cH:104][cH:105][cH:106][cH:107]1.[Pd:88].[Pd:89]>>[c:44]1([NH:60][c:61]2[cH:62][n:63][c:64]([C:74]#[N:75])[c:65]([O:67][CH2:68][C:69](=[O:70])[O:71][CH2:72][CH3:73])[n:66]2)[n:45][cH:46][c:47]2[cH:48][cH:49][cH:50][cH:51][c:52]2[cH:53]1. Reactants: NC=1C=C(C=C(C1O)C1=CC=C(C=C1)F)C(=O)OC (methyl 5-amino-4′-fluoro-6-hydroxybiphenyl-3-carboxylate), C(C(C)C)(=O)O (isobutyric acid), C1(=CC=CC=C1)P(C1=CC=CC=C1)C1=CC=CC=C1 (triphenylphosphine), ClC(C#N)(Cl)Cl (trichloroacetonitrile). Run in C(C)#N (acetonitrile). Conditions: temperature 150 celsius. The product is FC1=CC=C(C=C1)C1=CC(=CC=2N=C(OC21)C(C)C)C(=O)OC (Methyl 7-(4-fluorophenyl)-2-isopropyl-1,3-benzoxazole-5-carboxylate). Yield: 55.0%. Reaction SMILES: [NH2:1][C:2]1[CH:3]=[C:4]([C:16]([O:18][CH3:19])=[O:17])[CH:5]=[C:6]([C:9]2[CH:14]=[CH:13][C:12]([F:15])=[CH:11][CH:10]=2)[C:7]=1[OH:8].[C:20](O)(=O)[CH:21]([CH3:23])[CH3:22].C1(P(C2C=CC=CC=2)C2C=CC=CC=2)C=CC=CC=1.ClC(Cl)(Cl)C#N>C(#N)C>[F:15][C:12]1[CH:11]=[CH:10][C:9]([C:6]2[C:7]3[O:8][C:20]([CH:21]([CH3:23])[CH3:22])=[N:1][C:2]=3[CH:3]=[C:4]([C:16]([O:18][CH3:19])=[O:17])[CH:5]=2)=[CH:14][CH:13]=1. Procedure: To a solution of methyl 5-amino-4′-fluoro-6-hydroxybiphenyl-3-carboxylate (10.0 mg, 38.0 μmol), and isobutyric acid (2.60 mg, 29.0 μmol), and solid support triphenylphosphine (75% by weight; 40.2 mg, 0.12 mmol) in acetonitrile (0.38 mL) was added trichloroacetonitrile (7.68 μL, 77.0 μmol). The mixture was heated in a microwave reactor for 15 min at 150° C. The mixture was cooled to ambient temperature, filtered and concentrated. Purification by reverse phase HPLC (C-18, 95% water/acetonitrile→5%... Starting materials: C(=O)([O-])[O-].[Na+].[Na+] (Na2CO3), C=C1CCCC1 (methylenecyclopentane), B1C2CCCC1CCC2 (9-BBN), C(C1=CC=CC=C1)OC1=C(C=CC(=C1)I)N1CC(NS1(=O)=O)=O (5-(2-benzyloxy-4-iodophenyl)-1,1-dioxo-1,2,5-thiadiazolidin-3-one), B (borane). The solvent is COCCOC (DME), C1CCOC1 (THF). Conditions: time 18 hour. Product: C(C1=CC=CC=C1)OC1=C(C=CC(=C1)CC1CCCC1)N1CC(NS1(=O)=O)=O (5-(2-Benzyloxy-4-cyclopentylmethylphenyl)-1,1-dioxo-1,2,5-thiadiazolidin-3-one). RXN SMILES: [CH2:1]=[C:2]1[CH2:6][CH2:5][CH2:4][CH2:3]1.B1C2CCCC1CCC2.[CH2:16]([O:23][C:24]1[CH:29]=[C:28](I)[CH:27]=[CH:26][C:25]=1[N:31]1[S:35](=[O:37])(=[O:36])[NH:34][C:33](=[O:38])[CH2:32]1)[C:17]1[CH:22]=[CH:21][CH:20]=[CH:19][CH:18]=1.B.C([O-])([O-])=O.[Na+].[Na+]>C1COCC1.COCCOC>[CH2:16]([O:23][C:24]1[CH:29]=[C:28]([CH2:1][CH:2]2[CH2:6][CH2:5][CH2:4][CH2:3]2)[CH:27]=[CH:26][C:25]=1[N:31]1[S:35](=[O:37])(=[O:36])[NH:34][C:33](=[O:38])[CH2:32]1)[C:17]1[CH:18]=[CH:19][CH:20]=[CH:21][CH:22]=1 |f:4.5.6|. Reported procedure: To a solution of methylenecyclopentane (246 mg, 3 mmol) in THF (7.5 mL) is added 9-BBN (7.5 mL, 0.5M in THF, 3 mmol) and the mixture is stirred at RT for 18 h. A mixture of 5-(2-benzyloxy-4-iodophenyl)-1,1-dioxo-1,2,5-thiadiazolidin-3-one (200 mg, 0.45 mmol), 3.38 mL of the borane solution previously prepared (0.675 mmol), resin-bound PPh3Pd (100 mg) and Na2CO3 (0.9 mL, 2M) in DME (5 mL) is heated in a microwave apparatus at 110° C. for 15 min. The mixture is filtered and the solvent removed und... Starting materials: [H-].[H-].[H-].[H-].[Li+].[Al+3] (LiAlH4), solution, BrC1=CC2=C(NC(C(NC2)(C)C)=O)N=C1 (7-bromo-3,3-dimethyl-1,3,4,5-tetrahydropyrido[2,3-e][1,4]diazepin-2-one). Run in C1CCOC1 (THF), C1CCOC1 (THF). Run at time 5 minute. Yields the product CC1(NCC2=C(NC1)N=CC=C2)C (3,3-Dimethyl-2,3,4,5-tetrahydro-1H-pyrido[2,3-e][1,4]diazepine). The yield is 134.8%. Reaction SMILES: Br[C:2]1[CH:15]=[N:14][C:5]2[NH:6][C:7](=O)[C:8]([CH3:12])([CH3:11])[NH:9][CH2:10][C:4]=2[CH:3]=1.[H-].[H-].[H-].[H-].[Li+].[Al+3]>C1COCC1>[CH3:11][C:8]1([CH3:12])[CH2:7][NH:6][C:5]2[N:14]=[CH:15][CH:2]=[CH:3][C:4]=2[CH2:10][NH:9]1 |f:1.2.3.4.5.6|. Reported procedure: A suspension of 7-bromo-3,3-dimethyl-1,3,4,5-tetrahydropyrido[2,3-e][1,4]diazepin-2-one (0.50 g, 1.8 mmol) in THF (15 mL) was cooled in an ice bath and treated dropwise with LiAlH4 (4.1 mL of a 1.0 M solution in THF, 4.1 mmol). After stirring for 30 mm, the ice bath was removed and the solution was allowed to warm to room temperature. After heating to reflux overnight, the mixture was cooled in an ice bath. The reaction was quenched sequentially with H2O (0.15 mL), 15% NaOH (0.15 mL) and H2O (0.... Reactants: [Ag+], CCCCCCO, CCCCCC, O=[N+]([O-])[O-], O=C1C=CC(=O)C=C1, O. Yields the product CCC(CCCO)C1=CC(=O)C=CC1=O. RXN SMILES: [Ag+:27].[CH2:9]([CH2:10][CH2:11][CH2:12][CH2:13][CH3:14])[OH:15].[CH3:17][CH2:18][CH2:19][CH2:20][CH2:21][CH3:22].[N+:23]([O-:24])([O-:25])=[O:26].[O:1]=[C:2]1[CH:3]=[CH:4][C:5](=[O:6])[CH:7]=[CH:8]1.[OH2:16]>>[O:1]=[C:2]1[CH:3]=[CH:4][C:5](=[O:6])[C:7]([CH:12]([CH2:11][CH2:10][CH2:9][OH:15])[CH2:13][CH3:14])=[CH:8]1.